Dataset: the Open Reaction Database (ORD), a public repository of structured organic reaction records. Task: describe an organic reaction: reactants, conditions, products, and yield Starting materials: CC1=C(C(=CC=C1)C)B(O)O (2,6-dimethylphenylboronic acid), ClC1=NC=C(C(=C1)C)[N+](=O)[O-] (2-chloro-4-methyl-5-nitro-pyridine), C(=O)([O-])[O-].[Na+].[Na+] (Na2CO3), O (water). The reagents and catalysts are C=1C=CC(=CC1)[P](C=2C=CC=CC2)(C=3C=CC=CC3)[Pd]([P](C=4C=CC=CC4)(C=5C=CC=CC5)C=6C=CC=CC6)([P](C=7C=CC=CC7)(C=8C=CC=CC8)C=9C=CC=CC9)[P](C=1C=CC=CC1)(C=1C=CC=CC1)C=1C=CC=CC1 (Pd(PPh3)4). The solvent is CCOC(=O)C (EtOAc), CCO (EtOH). Reaction conditions: temperature 110 celsius. Product: CC1=C(C(=CC=C1)C)C1=NC=C(C(=C1)C)[N+](=O)[O-] (2-(2,6-dimethyl-phenyl)-4-methyl-5-nitro-pyridine). Reaction SMILES: [CH3:1][C:2]1[CH:7]=[CH:6][CH:5]=[C:4]([CH3:8])[C:3]=1B(O)O.Cl[C:13]1[CH:18]=[C:17]([CH3:19])[C:16]([N+:20]([O-:22])=[O:21])=[CH:15][N:14]=1.C([O-])([O-])=O.[Na+].[Na+].O>CCOC(C)=O.C1C=CC([P]([Pd]([P](C2C=CC=CC=2)(C2C=CC=CC=2)C2C=CC=CC=2)([P](C2C=CC=CC=2)(C2C=CC=CC=2)C2C=CC=CC=2)[P](C2C=CC=CC=2)(C2C=CC=CC=2)C2C=CC=CC=2)(C2C=CC=CC=2)C2C=CC=CC=2)=CC=1.CCO>[CH3:1][C:2]1[CH:7]=[CH:6][CH:5]=[C:4]([CH3:8])[C:3]=1[C:13]1[CH:18]=[C:17]([CH3:19])[C:16]([N+:20]([O-:22])=[O:21])=[CH:15][N:14]=1 |f:2.3.4,^1:39,41,60,79|. Procedure details: A mixture of 2,6-dimethylphenylboronic acid (6.5 g, 43.5 mmol), 2-chloro-4-methyl-5-nitro-pyridine (5 g, 28.9 mmol), Pd(PPh3)4, (1.5 g, 1.5 mmol), Na2CO3 (4.6 g, 43.5 mm water (20 mL), and EtOH (5 mL) is heated in a sealed tube under nitrogen at 110° C. for 18 hours. The mixture is cooled to room temperature, diluted with EtOAc (150 mL), washed with saturated solution of Na2CO3 (50 mL 3×), water (50 mL) and brine (50 mL), dried (Na2SO4), and concentrated under reduced pressure. The residue is pu... The reactants are COC1=CC=C(C=C1)C(CN1C(NC2=C(C1=O)C=C(S2)C)=O)=O (3-[2-(4-methoxyphenyl)-2-oxoethyl]-6-methylthieno[2,3-d]pyrimidine-2,4(1H,3H)-dione), BrCC1=C(C=C(C=C1)C=1C(=CC=CC1)C#N)F (4′-(bromomethyl)-3′-fluorobiphenyl-2-carbonitrile), C([O-])([O-])=O.[K+].[K+] (potassium carbonate), C(C)#N (acetonitrile). Run at temperature 50 celsius, time 2 hour. Yields the product FC=1C=C(C=CC1CN1C(N(C(C2=C1SC(=C2)C)=O)CC(=O)C2=CC=C(C=C2)OC)=O)C2=C(C=CC=C2)C2=NOC(N2)=O (1-{[3-fluoro-2′-(5-oxo-4,5-dihydro-1,2,4-oxadiazol-3-yl)biphenyl-4-yl]methyl}-3-[2-(4-methoxyphenyl)-2-oxoethyl]-6-methylthieno[2,3-d]pyrimidine-2,4(1H,3H)-dione). Isolated yield 39.0%. RXN SMILES: [CH3:1][O:2][C:3]1[CH:8]=[CH:7][C:6]([C:9](=[O:23])[CH2:10][N:11]2[C:16](=[O:17])[C:15]3[CH:18]=[C:19]([CH3:21])[S:20][C:14]=3[NH:13][C:12]2=[O:22])=[CH:5][CH:4]=1.Br[CH2:25][C:26]1[CH:31]=[CH:30][C:29]([C:32]2[C:33]([C:38]#[N:39])=[CH:34][CH:35]=[CH:36][CH:37]=2)=[CH:28][C:27]=1[F:40].[C:41](=[O:44])([O-])[O-:42].[K+].[K+].C(#[N:49])C>>[F:40][C:27]1[CH:28]=[C:29]([C:32]2[CH:37]=[CH:36][CH:35]=[CH:34][C:33]=2[C:38]2[NH:49][C:41](=[O:44])[O:42][N:39]=2)[CH:30]=[CH:31][C:26]=1[CH2:25][N:13]1[C:14]2[S:20][C:19]([CH3:21])=[CH:18][C:15]=2[C:16](=[O:17])[N:11]([CH2:10][C:9]([C:6]2[CH:7]=[CH:8][C:3]([O:2][CH3:1])=[CH:4][CH:5]=2)=[O:23])[C:12]1=[O:22] |f:2.3.4|. Reported procedure: A mixture of 3-[2-(4-methoxyphenyl)-2-oxoethyl]-6-methylthieno[2,3-d]pyrimidine-2,4(1H,3H)-dione (1 g), 4′-(bromomethyl)-3′-fluorobiphenyl-2-carbonitrile (1.06 g), potassium carbonate (0.84 g) and acetonitrile (50 mL) was stirred at 50° C. for 2 hr. Insoluble material was filtered off, and the obtained filtrate was concentrated under reduced pressure. The obtained residue was dissolved in dimethyl sulfoxide (5 mL), and added to a mixture of hydroxylammonium chloride (1.81 g), sodium hydrogencarb... Reactants: solution, S1C2=C(C(=C1)C=O)C=CC=C2 (benzo[b]thiophene-3-carboxaldehyde), C(C(CO)(CO)N)O (Trisamine), solution, FC1=CC=C(C=N1)N1C[C@H](CC1)N ((S)-[1-(6-fluoropyridin-3-yl)-pyrrolidin-3-yl]-amine), solution, [BH4-].[Na+] (sodium borohydride). Solvent: C1(=CC=CC=C1)C (toluene), CO (methanol), C1(=CC=CC=C1)C (toluene), C(C)O (ethanol). Yields the product S1C2=C(C(=C1)N([C@@H]1CN(CC1)C=1C=NC(=CC1)F)C)C=CC=C2 ((S)-Benzo[b]thiophen-3-yl-methyl-[1-(6-fluoropyridin-3-yl)-pyrrolidin-3-yl]-amine). Reaction SMILES: [F:1][C:2]1[N:7]=[CH:6][C:5]([N:8]2[CH2:12][CH2:11][C@H:10]([NH2:13])[CH2:9]2)=[CH:4][CH:3]=1.[S:14]1[CH:18]=[C:17](C=O)[C:16]2[CH:21]=[CH:22][CH:23]=[CH:24][C:15]1=2.[CH2:25](O)C(N)(CO)CO.[BH4-].[Na+]>C1(C)C=CC=CC=1.C(O)C.CO>[S:14]1[CH:18]=[C:17]([N:13]([CH3:25])[C@H:10]2[CH2:11][CH2:12][N:8]([C:5]3[CH:6]=[N:7][C:2]([F:1])=[CH:3][CH:4]=3)[CH2:9]2)[C:16]2[CH:21]=[CH:22][CH:23]=[CH:24][C:15]1=2 |f:3.4|. Procedure: Mix an aliquot (1 mL) of a 0.25 M solution of (S)-[1-(6-fluoropyridin-3-yl)-pyrrolidin-3-yl]-amine (0.25 mmol) in toluene, an aliquot (1 mL) of a 1.0 M solution of benzo[b]thiophene-3-carboxaldehyde (1.0 mmol) in toluene and add a single activated 4 Å molecular sieve. Stir the reactants at room temperature in air. After 16 h add PS-Trisamine (1.5 mmol) and another single activated 4 Å molecular sieve. Stir the reactants at room temperature in air. After 24 h filter the reaction solution to remov... Starting materials: ClC1=C2C=CC=NC2=C(C(=C1)S(=O)(=O)NCC1=CC=C(C=C1)Cl)OC (5-chloro-N-[(4-chlorophenyl)methyl]-8-methoxy-7-quinolinesulfonamide). The solvent is C(Cl)Cl (CH2Cl2). The product is ClC1=C2C=CC=NC2=C(C(=C1)S(=O)(=O)NCC1=CC=C(C=C1)Cl)O (5-Chloro-N-[(4-chlorophenyl)methyl]-8-hydroxy-7-quinolinesulfonamide). Reaction SMILES: [Cl:1][C:2]1[CH:11]=[C:10]([S:12]([NH:15][CH2:16][C:17]2[CH:22]=[CH:21][C:20]([Cl:23])=[CH:19][CH:18]=2)(=[O:14])=[O:13])[C:9]([O:24]C)=[C:8]2[C:3]=1[CH:4]=[CH:5][CH:6]=[N:7]2>C(Cl)Cl>[Cl:1][C:2]1[CH:11]=[C:10]([S:12]([NH:15][CH2:16][C:17]2[CH:22]=[CH:21][C:20]([Cl:23])=[CH:19][CH:18]=2)(=[O:13])=[O:14])[C:9]([OH:24])=[C:8]2[C:3]=1[CH:4]=[CH:5][CH:6]=[N:7]2. Procedure: Under N2, a flame-dried, 50-mL, two-necked flask is charged with 5-chloro-N-[(4-chlorophenyl)methyl]-8-methoxy-7-quinolinesulfonamide (0.322 g), which is the first title compound of Preparation 9, and CH2Cl2 (20 mL) and is cooled in a dry ice/acetone bath. 1.0 M BBr3 (1.05 mL) is added dropwise. The cooling bath is removed and the reaction mixture is allowed to stir for 1.5 hrs. It is then poured into 75 mL 5% NaHCO3 aqueous solution, and the layers are separated. The aqueous layer is extracted ... The reactants are FC(C1=CC=C(C=C1)C=1C=CC=2N(C1)C(=CN2)C(=O)O)(F)F (6-(4-trifluoromethyl-phenyl)-imidazo[1,2-a]pyridine-3-carboxylic acid), ONC(C1=CC=C(C=C1)S(N)(=O)=O)=N (N-hydroxy-4-sulfamoyl-benzamidine). Yields the product FC(C1=CC=C(C=C1)C=1C=CC=2N(C1)C(=CN2)C2=NC(=NO2)C2=CC=C(C=C2)S(=O)(=O)N)(F)F (4-{5-[6-(4-Trifluoromethyl-phenyl)-imidazo[1,2-a]pyridin-3-yl]-[1,2,4]oxadiazol-3-yl}-benzenesulfonamide). As a reaction SMILES: [F:1][C:2]([F:22])([F:21])[C:3]1[CH:8]=[CH:7][C:6]([C:9]2[CH:10]=[CH:11][C:12]3[N:13]([C:15]([C:18](O)=[O:19])=[CH:16][N:17]=3)[CH:14]=2)=[CH:5][CH:4]=1.O[NH:24][C:25](=[NH:36])[C:26]1[CH:31]=[CH:30][C:29]([S:32](=[O:35])(=[O:34])[NH2:33])=[CH:28][CH:27]=1>>[F:1][C:2]([F:22])([F:21])[C:3]1[CH:4]=[CH:5][C:6]([C:9]2[CH:10]=[CH:11][C:12]3[N:13]([C:15]([C:18]4[O:19][N:36]=[C:25]([C:26]5[CH:27]=[CH:28][C:29]([S:32]([NH2:33])(=[O:34])=[O:35])=[CH:30][CH:31]=5)[N:24]=4)=[CH:16][N:17]=3)[CH:14]=2)=[CH:7][CH:8]=1. Procedure details: The title compound was prepared from 6-(4-trifluoromethyl-phenyl)-imidazo[1,2-a]pyridine-3-carboxylic acid (example C.35) (153 mg, 0.5 mmol) and N-hydroxy-4-sulfamoyl-benzamidine [CAS-No. 4476-10-2] (161 mg, 0.75 mmol) according to general procedure II. Obtained after trituration with water and further purification by crystallization (heptane/diethyl ether) as an off-white solid (186 mg, 77%). MS (ISP) 486.3 [(M+H)+]; mp 288° C. The reactants are NC1=NC=C(C(=N1)N)CC1=CC(=C(C(=C1)OC)OC)O (2,4-diamino-5-(3-hydroxy-4,5-dimethoxybenzyl)pyrimidine), C(C#C)Cl (propargyl chloride). Product: NC1=NC=C(C(=N1)N)CC1=CC(=C(C(=C1)OCC#C)OC)OC (2,4-Diamino-5-[3,4-dimethoxy-5-(2-propynyloxy)benzyl]pyrimidine), needles. Yield: 73.0%. As a reaction SMILES: [NH2:1][C:2]1[N:7]=[C:6]([NH2:8])[C:5]([CH2:9][C:10]2[CH:15]=[C:14]([O:16][CH3:17])[C:13]([O:18][CH3:19])=[C:12]([OH:20])[CH:11]=2)=[CH:4][N:3]=1.[CH2:21](Cl)[C:22]#[CH:23]>>[NH2:1][C:2]1[N:7]=[C:6]([NH2:8])[C:5]([CH2:9][C:10]2[CH:11]=[C:12]([O:20][CH2:23][C:22]#[CH:21])[C:13]([O:18][CH3:19])=[C:14]([O:16][CH3:17])[CH:15]=2)=[CH:4][N:3]=1. Procedure: The title compound was prepared from 2,4-diamino-5-(3-hydroxy-4,5-dimethoxybenzyl)pyrimidine and propargyl chloride by the procedure of Example 1A. Recrystallization from 95% ethanol gave off-white needles (73%); mp 160°-161°. Anal. Calcd for C16H18N4O3 : C, 61.13; H, 5.77; N, 17.82. Found: C, 60.96; H, 5.80; N, 17.75. The reactants are COC=1C=C(C(C)NCC(OC)OC)C=CC1 (3-methoxy-α-methyl-N-(2,2-dimethoxyethyl)benzylamine), S(=O)(=O)(C1=CC=C(C)C=C1)Cl (tosyl chloride). Run in N1=CC=CC=C1 (pyridine), N1=CC=CC=C1 (pyridine). Reaction conditions: temperature 25 celsius, time 3 day. Product: COC=1C=C(C(C)N(S(=O)(=O)C2=CC=C(C)C=C2)CC(OC)OC)C=CC1 (3-methoxy-α-methyl-N-(2,2-dimethoxyethyl)-N-tosyl-benzylamine). Reaction SMILES: [CH3:1][O:2][C:3]1[CH:4]=[C:5]([CH:15]=[CH:16][CH:17]=1)[CH:6]([NH:8][CH2:9][CH:10]([O:13][CH3:14])[O:11][CH3:12])[CH3:7].[S:18](Cl)([C:21]1[CH:27]=[CH:26][C:24]([CH3:25])=[CH:23][CH:22]=1)(=[O:20])=[O:19]>N1C=CC=CC=1>[CH3:1][O:2][C:3]1[CH:4]=[C:5]([CH:15]=[CH:16][CH:17]=1)[CH:6]([N:8]([CH2:9][CH:10]([O:11][CH3:12])[O:13][CH3:14])[S:18]([C:21]1[CH:27]=[CH:26][C:24]([CH3:25])=[CH:23][CH:22]=1)(=[O:20])=[O:19])[CH3:7]. Procedure details: A mixture of 23.9 g. (0.1 mole) of 3-methoxy-α-methyl-N-(2,2-dimethoxyethyl)benzylamine in 100 ml. of dry pyridine is stirred, cooled and treated with a solution of 20.2 g. (0.107 mole) of tosyl chloride in 100 ml. of dry pyridine. The mixture is stirred at 25° C. for three days, poured into 800 ml. of water and extracted with ether. The combined ether extracts are washed with dilute hydrochloric acid and then with water, dried, filtered and evaporated to yield 3-methoxy-α-methyl-N-(2,2-dimethox... Starting materials: C([O-])(O)=O.[Na+] (sodium bicarbonate), ClC=1C=CC2=C(C(=NCC(=N2)NN)C2=CC=CC=C2)C1 (7-chloro-2-hydrazino 5-phenyl-3H-1,4-benzodiazepine), C(=O)N (formamide), S(O)(O)(=O)=O (sulfuric acid). The solvent is O (water). Reaction conditions: time 6 hour. Product: ClC=1C=CC2=C(C(=NCC=3N2C=NN3)C3=CC=CC=C3)C1 (8-chloro-6-phenyl-4H-s-triazolo [4,3-a][1,4] benzodiazepine). RXN SMILES: [Cl:1][C:2]1[CH:3]=[CH:4][C:5]2[N:11]=[C:10]([NH:12][NH2:13])[CH2:9][N:8]=[C:7]([C:14]3[CH:19]=[CH:18][CH:17]=[CH:16][CH:15]=3)[C:6]=2[CH:20]=1.[CH:21](N)=O.S(=O)(=O)(O)O.C(=O)(O)[O-].[Na+]>O>[Cl:1][C:2]1[CH:3]=[CH:4][C:5]2[N:11]3[CH:21]=[N:13][N:12]=[C:10]3[CH2:9][N:8]=[C:7]([C:14]3[CH:19]=[CH:18][CH:17]=[CH:16][CH:15]=3)[C:6]=2[CH:20]=1 |f:3.4|. Procedure: To a suspension of 2.8 parts of 7-chloro-2-hydrazino 5-phenyl-3H-1,4-benzodiazepine in 40 parts by volume of formamide is added 1 part by volume of concentrated sulfuric acid. The resulting solution is left standing for 6 hours and then warmed on a boiling water bath for 30 minutes. The solution is diluted with water, neutralized with sodium bicarbonate and extracted with chloroform. The chloroform extract is washed with water and dried over anhydrous sodium sulfate, followed by evaporation of t... The reactants are [N+](=O)([O-])C=1C(=NNC1)NC(C)=O (N-(4-nitro-1H-pyrazol-3-yl)acetamide), ClCC(=O)NC1=CC(=CC=C1)F (2-chloro-N-(3-fluorophenyl)acetamide), C([O-])([O-])=O.[K+].[K+] (potassium carbonate). Run in CN(C=O)C (dimethyl formamide). Conditions: temperature 50 celsius. Product: C(C)(=O)NC1=NN(C=C1[N+](=O)[O-])CC(=O)NC1=CC(=CC=C1)F (2-[3-(acetylamino)-4-nitro-1H-pyrazol-1-yl]-N-(3-fluorophenyl)acetamide). The yield is 55.0%. As a reaction SMILES: [N+:1]([C:4]1[C:5]([NH:9][C:10](=[O:12])[CH3:11])=[N:6][NH:7][CH:8]=1)([O-:3])=[O:2].Cl[CH2:14][C:15]([NH:17][C:18]1[CH:23]=[CH:22][CH:21]=[C:20]([F:24])[CH:19]=1)=[O:16].C(=O)([O-])[O-].[K+].[K+]>CN(C)C=O>[C:10]([NH:9][C:5]1[C:4]([N+:1]([O-:3])=[O:2])=[CH:8][N:7]([CH2:14][C:15]([NH:17][C:18]2[CH:23]=[CH:22][CH:21]=[C:20]([F:24])[CH:19]=2)=[O:16])[N:6]=1)(=[O:12])[CH3:11] |f:2.3.4|. Procedure: A mixture of N-(4-nitro-1H-pyrazol-3-yl)acetamide (0.380 g, 2.25 mmol), 2-chloro-N-(3-fluorophenyl)acetamide (0.420 g, 2.25 mmol) and potassium carbonate (00.370 g, 2.7 mmol) in dimethyl formamide (10 ml) was heated at 50° C. for 1 hour. The mixture was filtered and the filtrate was evaporated. The residue was triturated with a mixture of 2% methanol in dichloromethane and then with diethyl ether to give 2-[3-(acetylamino)-4-nitro-1H-pyrazol-1-yl]-N-(3-fluorophenyl)acetamide